From a dataset of the Open Reaction Database (ORD), a public repository of structured organic reaction records. describe an organic reaction: reactants, conditions, products, and yield Reactants: C1(=CC=CC=C1)P(O)O (benzenephosphonous acid), S(O)(O)(=O)=O (sulfuric acid), [N+](=O)(O)[O-] (nitric acid). The product is [N+](=O)([O-])C=1C=C(C=CC1)P(O)O (m-nitrobenzenephosphonous acid). Reaction SMILES: [C:1]1([P:7]([OH:9])[OH:8])[CH:6]=[CH:5][CH:4]=[CH:3][CH:2]=1.S(=O)(=O)(O)O.[N+:15]([O-])([OH:17])=[O:16]>>[N+:15]([C:3]1[CH:2]=[C:1]([P:7]([OH:9])[OH:8])[CH:6]=[CH:5][CH:4]=1)([O-:17])=[O:16]. Procedure: reacting benzenephosphonous acid in a sulfuric acid medium under nitrating conditions by the dropwise addition of nitric acid at a temperature of about 0° C. to about 5° C. to form m-nitrobenzenephosphonous acid in a reaction mixture; Starting materials: CCN(C(C)C)C(C)C (DIEA), C(=O)(O)[O-].[Na+] (NaHCO3), B(F)(F)F.CCOCC (BF3.Et2O), C(C)OC(OCC)OCC (diethoxymethoxy-ethane), ClCC(C)=O (1-chloro-propan-2-one). Solvent: C(Cl)Cl (DCM). Run at temperature -78 celsius, time 40 minute. The product is ClC(C(C)=O)C(OCC)OCC (3-chloro-4,4-diethoxy-butan-2-one). Isolated yield 57.1%. Reaction SMILES: B(F)(F)F.CCOCC.C(O[CH:13]([O:17][CH2:18][CH3:19])[O:14][CH2:15][CH3:16])C.[Cl:20][CH2:21][C:22](=[O:24])[CH3:23].CCN(C(C)C)C(C)C.C([O-])(O)=O.[Na+]>C(Cl)Cl>[Cl:20][CH:21]([CH:13]([O:14][CH2:15][CH3:16])[O:17][CH2:18][CH3:19])[C:22](=[O:24])[CH3:23] |f:0.1,5.6|. Procedure: A solution of BF3.Et2O (9.35 mL; 108 mmol; 2 eq.) in DCM (100 mL) was added dropwise at −30° C. over 50 minutes to diethoxymethoxy-ethane (18 mL; 108 mmol; 2 eq.). The reaction mixture was stirred at this temperature for a further 40 minutes then allowed to return to room temperature and was stirred at room temperature for 1 hour. After cooling down to −78° C., 1-chloro-propan-2-one (4.3 mL; 54 mmol; 1 eq.) was added dropwise followed by DIEA (28 mL; 162 mmol; 3 eq.) at such a rate to keep the t... Starting materials: [H-].[H-].[H-].[H-].[Li+].[Al+3] (LiAlH4), C1(=CC=CC=C1)C1=C(OC=C1C=O)[Si](CC)(CC)CC (3-phenyl-2-triethylsilyl-4-furaldehyde). Solvent: O1CCCC1 (tetrahydrofuran). Yields the product C1(=CC=CC=C1)C1=C(OC=C1CO)[Si](CC)(CC)CC (3-Phenyl-2-triethylsilyl-4-furanmethanol). RXN SMILES: [H-].[H-].[H-].[H-].[Li+].[Al+3].[C:7]1([C:13]2[C:17]([CH:18]=[O:19])=[CH:16][O:15][C:14]=2[Si:20]([CH2:25][CH3:26])([CH2:23][CH3:24])[CH2:21][CH3:22])[CH:12]=[CH:11][CH:10]=[CH:9][CH:8]=1>O1CCCC1>[C:7]1([C:13]2[C:17]([CH2:18][OH:19])=[CH:16][O:15][C:14]=2[Si:20]([CH2:23][CH3:24])([CH2:25][CH3:26])[CH2:21][CH3:22])[CH:8]=[CH:9][CH:10]=[CH:11][CH:12]=1 |f:0.1.2.3.4.5|. Procedure: LiAlH4 (1.0M solution in hexane, 1.48 ml, 1.48 mmol) was added dropwise to a solution of 3-phenyl-2-triethylsilyl-4-furaldehyde (422 mg, 1.48 mmol) in tetrahydrofuran (10 ml) at 0 degrees under argon. This mixture was warmed to room temperature, quenched with ice-cold 5% (V/V) hydrochloric acid and the organics were extracted into ethyl ether. The combined fractions were washed with saturated sodium bicarbonate, H2O and brine. The dried extracts (magnesium sulfate) were concentrated to an oil wh... Reactants: N1CCOCC1 (morpholine), COC1=CC=C(C=C1)N1CCN(CC1)C=1C(=C(C2=C(C(C(O2)(C)C)O)C1C)C)C (5-(4-(4-methoxyphenyl)piperazin-1-yl)-2,2,4,6,7-pentamethyl-2,3-dihydro-1-benzofuran-3-ol). The product is COC1=CC=C(C=C1)N1CCN(CC1)C=1C(=C(C2=C(C(C(O2)(C)C)N2CCOCC2)C1C)C)C (4-(4-methoxyphenyl)-1-(2,2,4,6,7-pentamethyl-3-morpholino-2,3-dihydro-1-benzofuran-5-yl)piperazine). The yield is 80.0%. As a reaction SMILES: [NH:1]1[CH2:6][CH2:5][O:4][CH2:3][CH2:2]1.[CH3:7][O:8][C:9]1[CH:14]=[CH:13][C:12]([N:15]2[CH2:20][CH2:19][N:18]([C:21]3[C:22]([CH3:35])=[C:23]([CH3:34])[C:24]4[O:28][C:27]([CH3:30])([CH3:29])[CH:26](O)[C:25]=4[C:32]=3[CH3:33])[CH2:17][CH2:16]2)=[CH:11][CH:10]=1>>[CH3:7][O:8][C:9]1[CH:10]=[CH:11][C:12]([N:15]2[CH2:20][CH2:19][N:18]([C:21]3[C:22]([CH3:35])=[C:23]([CH3:34])[C:24]4[O:28][C:27]([CH3:29])([CH3:30])[CH:26]([N:1]5[CH2:6][CH2:5][O:4][CH2:3][CH2:2]5)[C:25]=4[C:32]=3[CH3:33])[CH2:17][CH2:16]2)=[CH:13][CH:14]=1. Procedure details: Using morpholine and 5-(4-(4-methoxyphenyl)piperazin-1-yl)-2,2,4,6,7-pentamethyl-2,3-dihydro-1-benzofuran-3-ol obtained in Reference Example 18, the title compound was synthesized in the same manner as in Example 57. Yield 80%. The reactants are N(=C=O)C1=C2C=CNC2=CC=C1 (4-isocyanato-1H-indole), FC(C1=CC=C(CN)C=C1)(F)F (4-(trifluoromethyl)benzylamine), CCCCCC (hexane). Solvent: C1CCOC1 (THF). Conditions: time 3 hour. The product is N1C=CC2=C(C=CC=C12)NC(=O)NCC1=CC=C(C=C1)C(F)(F)F (N-1H-indol-4-yl-N′-[4-(trifluoromethyl)benzyl]urea). Reaction SMILES: [N:1]([C:4]1[CH:12]=[CH:11][CH:10]=[C:9]2[C:5]=1[CH:6]=[CH:7][NH:8]2)=[C:2]=[O:3].[F:13][C:14]([F:24])([F:23])[C:15]1[CH:22]=[CH:21][C:18]([CH2:19][NH2:20])=[CH:17][CH:16]=1.CCCCCC>C1COCC1>[NH:8]1[C:9]2[C:5](=[C:4]([NH:1][C:2]([NH:20][CH2:19][C:18]3[CH:17]=[CH:16][C:15]([C:14]([F:13])([F:23])[F:24])=[CH:22][CH:21]=3)=[O:3])[CH:12]=[CH:11][CH:10]=2)[CH:6]=[CH:7]1. Procedure: The product of Example 80A (0.16 g, 1 mmol) in THF (3 mL) was treated with 4-(trifluoromethyl)benzylamine (0.19 g, 1.1 mmol) at ambient temperature. After stirring for 3 hours, hexane was added to the reaction mixture to precipitate the title compound as a solid. mp 178° C. 1H NMR (300 MHz, DMSO-d6) δ 4.43 (d, 2H), 6.53 (t, 1H), (6.98 (m, 3H), 7.26 (t, 1H), 7.57 (d, 2H), 7.62 (d, 1H), 7.71 (d, 2H), 8.37 (s, 1H), 11.04 (s, 1H); MS (DCI+) m/z 334 (M+H); Anal. Calcd. For C17H14N3F3O: C, 61.26; H, 4... The reactants are FC=1C=CC(=C(OCC=2C(=CC=C3NC(C(N(C23)C)=O)(C)C)C2=C(C=CC(=C2)C(=O)OC)OC)C1)C (8-(5-Fluoro-2-methylphenoxymethyl)-7-(2-methoxy-5-methoxycarbonylphenyl)-1,3,3-trimethyl-3,4-dihydro-1H-quinoxalin-2-one), C(C)(=O)OCC (ethyl acetate), O (water), [H-].[Al+3].[Li+].[H-].[H-].[H-] (lithium aluminum hydride), C(C)(=O)OCC (ethyl acetate), O (water). The solvent is O1CCCC1 (tetrahydrofuran). Conditions: time 30 minute. Product: FC=1C=CC(=C(OCC=2C(=CC=C3NC(C(N(C23)C)=O)(C)C)C2=C(C=CC(=C2)CO)OC)C1)C (8-(5-Fluoro-2-methylphenoxymethyl)-7-(5-hydroxymethyl-2-methoxyphenyl)-1,3,3-trimethyl-3,4-dihydro-1H-quinoxalin-2-one). The yield is 47.0%. As a reaction SMILES: [F:1][C:2]1[CH:3]=[CH:4][C:5]([CH3:36])=[C:6]([CH:35]=1)[O:7][CH2:8][C:9]1[C:10]([C:23]2[CH:28]=[C:27]([C:29](OC)=[O:30])[CH:26]=[CH:25][C:24]=2[O:33][CH3:34])=[CH:11][CH:12]=[C:13]2[C:18]=1[N:17]([CH3:19])[C:16](=[O:20])[C:15]([CH3:22])([CH3:21])[NH:14]2.[H-].[Al+3].[Li+].[H-].[H-].[H-].C(OCC)(=O)C.O>O1CCCC1>[F:1][C:2]1[CH:3]=[CH:4][C:5]([CH3:36])=[C:6]([CH:35]=1)[O:7][CH2:8][C:9]1[C:10]([C:23]2[CH:28]=[C:27]([CH2:29][OH:30])[CH:26]=[CH:25][C:24]=2[O:33][CH3:34])=[CH:11][CH:12]=[C:13]2[C:18]=1[N:17]([CH3:19])[C:16](=[O:20])[C:15]([CH3:22])([CH3:21])[NH:14]2 |f:1.2.3.4.5.6|. Procedure details: 8-(5-Fluoro-2-methylphenoxymethyl)-7-(2-methoxy-5-methoxycarbonylphenyl)-1,3,3-trimethyl-3,4-dihydro-1H-quinoxalin-2-one (Compound No. 6-37, 50.2 mg, 0.102 mmol) was dissolved in anhydrous tetrahydrofuran (0.5 ml), and lithium aluminum hydride (6.8 mg, 0.18 mmol) was added thereto at 0° C. After the reaction mixture was stirred at same temperature for 30 minutes, ethyl acetate (1 mL) and water (1 mL) were added thereto successively. Moreover ethyl acetate (10 mL) and water (10 mL) were added and... The reactants are BrC#N (BrCN), CC(=O)O (HOAc), CC1=CC(=C2C(=N1)N(C(=N2)CC)CC2=CC=C(C=C2)C2=C(C=CC=C2)S(=O)(=O)N)C (5,7-dimethyl-2-ethyl-3-[2'-(aminosulfonyl)[1,1']-biphenyl-4-yl]methyl-3H-imidazo[4,5-b]pyridine), CC1(C(C(N=[SiH][SiH2]1)(C)C)(C)C)C.[Na] (sodium hexamethyldisilazine), solution. Run in C1CCOC1 (THF), C1CCOC1 (THF), C1CCOC1 (THF). Reaction conditions: time 10 minute. Yields the product CC1=CC(=C2C(=N1)N(C(=N2)CC)CC2=CC=C(C=C2)C2=C(C=CC=C2)S(=O)(=O)NC#N)C (5,7-dimethyl-2-ethyl-3-[2'-(N-cyanoaminosulfonyl)[1,1']-biphenyl-4-yl]methyl-3H-imidazo[4,5-b]pyridine). Reaction SMILES: [CH3:1][C:2]1[N:7]=[C:6]2[N:8]([CH2:13][C:14]3[CH:19]=[CH:18][C:17]([C:20]4[CH:25]=[CH:24][CH:23]=[CH:22][C:21]=4[S:26]([NH2:29])(=[O:28])=[O:27])=[CH:16][CH:15]=3)[C:9]([CH2:11][CH3:12])=[N:10][C:5]2=[C:4]([CH3:30])[CH:3]=1.CC1(C)[SiH2][SiH]=[N:35][C:34](C)(C)C1(C)C.[Na].BrC#N.CC(O)=O>C1COCC1>[CH3:1][C:2]1[N:7]=[C:6]2[N:8]([CH2:13][C:14]3[CH:15]=[CH:16][C:17]([C:20]4[CH:25]=[CH:24][CH:23]=[CH:22][C:21]=4[S:26]([NH:29][C:34]#[N:35])(=[O:27])=[O:28])=[CH:18][CH:19]=3)[C:9]([CH2:11][CH3:12])=[N:10][C:5]2=[C:4]([CH3:30])[CH:3]=1 |f:1.2,^1:42|. Procedure: To a stirred solution of 5,7-dimethyl-2-ethyl-3-[2'-(aminosulfonyl)[1,1']-biphenyl-4-yl]methyl-3H-imidazo[4,5-b]pyridine (122 mg, 0.29 mmol) in THF (1.5 mL) at 0° C. was added sodium hexamethyldisilazine (0.35 mL of a 1M solution in THF). After 10 min, a solution of BrCN (37 mg, 0.35 mmol) in THF (1 ml) was added dropwise via a double tipped needle. The reaction was warmed to r.t. and stirred for 3 h at which time 0.3 mL of HOAc was added. Extraction with CH2Cl2 (5×30 mL) from H2O (30 mL), evapo... Reactants: CN(C)S(N)(=O)=O, COc1ccc(-c2ccc(OCc3cc(C(=O)O)oc3C)cc2)cc1, CN(C)c1ccncc1, CCN=C=NCCCN(C)C, ClCCl, Cl. The product is COc1ccc(-c2ccc(OCc3cc(C(=O)NS(=O)(=O)N(C)C)oc3C)cc2)cc1. Reaction SMILES: [CH3:1][N:2]([S:3](=[O:4])(=[O:5])[NH2:6])[CH3:7].[CH3:20][O:21][c:22]1[cH:23][cH:24][c:25](-[c:28]2[cH:29][cH:30][c:31]([O:34][CH2:35][c:36]3[cH:37][c:38]([C:42](=[O:43])[OH:44])[o:39][c:40]3[CH3:41])[cH:32][cH:33]2)[cH:26][cH:27]1.[CH3:45][N:46]([CH3:47])[c:48]1[cH:49][cH:50][n:51][cH:52][cH:53]1.[CH3:9][N:10]([CH3:11])[CH2:12][CH2:13][CH2:14][N:15]=[C:16]=[N:17][CH2:18][CH3:19].[Cl:54][CH2:55][Cl:56].[ClH:8]>>[CH3:1][N:2]([S:3](=[O:4])(=[O:5])[NH:6][C:42]([c:38]1[cH:37][c:36]([CH2:35][O:34][c:31]2[cH:30][cH:29][c:28](-[c:25]3[cH:24][cH:23][c:22]([O:21][CH3:20])[cH:27][cH:26]3)[cH:33][cH:32]2)[c:40]([CH3:41])[o:39]1)=[O:43])[CH3:7].